Dataset: the Open Reaction Database (ORD), a public repository of structured organic reaction records. Task: describe an organic reaction: reactants, conditions, products, and yield Reactants: CCOC(C)=O, CC(=O)OC(C)=O, ON=Cc1cc2nccc(Cl)c2s1. The product is N#Cc1cc2nccc(Cl)c2s1. RXN SMILES: [CH3:14][CH2:15][O:16][C:17]([CH3:18])=[O:19].[CH3:20][C:21]([O:22][C:23](=[O:24])[CH3:25])=[O:26].[Cl:1][c:2]1[c:3]2[c:4]([n:5][cH:6][cH:7]1)[cH:8][c:9]([CH:11]=[N:12][OH:13])[s:10]2>>[Cl:1][c:2]1[c:3]2[c:4]([n:5][cH:6][cH:7]1)[cH:8][c:9]([C:11]#[N:12])[s:10]2. Reactants: Cl.ClCCN1CCCCC1 (1-(2-chloroethyl)piperidine hydrochloride), N1N=CC(=C1)B1OC(C)(C)C(C)(C)O1 (pyrazole-4-boronic acid pinacol ester), Cl.ClCCN1CCCCC1 (1-(2-chloroethyl)piperidine hydrochloride). Run at temperature 90 celsius. The product is CC1(OB(OC1(C)C)C=1C=NN(C1)CCN1CCCCC1)C (1-{2-[4-(4,4,5,5-Tetramethyl-[1,3,2]dioxaborolan-2-yl)pyrazol-1-yl]ethyl}piperidine), gum. Yield: 69.0%. RXN SMILES: [NH:1]1[CH:5]=[C:4]([B:6]2[O:14][C:11]([CH3:13])([CH3:12])[C:8]([CH3:10])([CH3:9])[O:7]2)[CH:3]=[N:2]1.Cl.Cl[CH2:17][CH2:18][N:19]1[CH2:24][CH2:23][CH2:22][CH2:21][CH2:20]1>>[CH3:12][C:11]1([CH3:13])[C:8]([CH3:9])([CH3:10])[O:7][B:6]([C:4]2[CH:3]=[N:2][N:1]([CH2:17][CH2:18][N:19]3[CH2:24][CH2:23][CH2:22][CH2:21][CH2:20]3)[CH:5]=2)[O:14]1 |f:1.2|. Reported procedure: The title compound was prepared from pyrazole-4-boronic acid pinacol ester and 1-(2-chloroethyl)piperidine hydrochloride according to Method AC (heating to 90° C. for 6 days before addition of further 1-(2-chloroethyl)piperidine hydrochloride, and heating to 90° C. for a further 3 days) and was isolated as a brown gum (69%). LCMS (ES+) 305 (M+H)+, RT 1.91 minutes (Method 1). The product is COC1=CC=CC(=C1C(=O)O)C(F)(F)F (6-methoxy-2-trifluoromethylbenzoic acid). The solvent is O (water), O1CCCC1 (tetrahydrofuran). Conditions: time 3 hour. As a reaction SMILES: [F:1][C:2]([F:12])([F:11])[C:3]1[CH:4]=[C:5]([O:9][CH3:10])[CH:6]=[CH:7][CH:8]=1.C([Li])CCC.[C:18](=[O:20])=[O:19].CCOCC>O1CCCC1.O>[CH3:10][O:9][C:5]1[C:4]([C:18]([OH:20])=[O:19])=[C:3]([C:2]([F:11])([F:12])[F:1])[CH:8]=[CH:7][CH:6]=1 |f:2.3|. Procedure details: A solution of 3-trifluoromethylanisol (50.0 g, 0.28 mole) in tetrahydrofuran was cooled to -78° C. under nitrogen atmosphere with stirring. To this solution was added n-butyl lithium (114 ml of 2.5M, 0.28 mole), dropwise at such a rate that the temperature did not exceed -65° C. When the addition was complete, the mixture was stirred at -78° l C. for three hours. The mixture was then poured over a slurry of dry ice/ether and allowed to come to room temperature. The solvent was removed under redu... Starting materials: C(CCC)[Li] (n-butyl lithium), FC(C=1C=C(C=CC1)OC)(F)F (3-trifluoromethylanisol), C(=O)=O.CCOCC (dry ice ether). Starting materials: CCCCNC(=O)CCNCCC(=O)NCCCC, C1CS1, C1CCOC1. Product: CCCCNC(=O)CCN(CCS)CCC(=O)NCCCC. Reaction SMILES: [CH2:1]([CH2:2][CH2:3][CH3:4])[NH:5][C:6]([CH2:7][CH2:8][NH:9][CH2:10][CH2:11][C:12]([NH:13][CH2:14][CH2:15][CH2:16][CH3:17])=[O:18])=[O:19].[CH2:20]1[CH2:21][S:22]1.[O:23]1[CH2:24][CH2:25][CH2:26][CH2:27]1>>[CH2:1]([CH2:2][CH2:3][CH3:4])[NH:5][C:6]([CH2:7][CH2:8][N:9]([CH2:10][CH2:11][C:12]([NH:13][CH2:14][CH2:15][CH2:16][CH3:17])=[O:18])[CH2:20][CH2:21][SH:22])=[O:19]. Reactants: Cl (HCl), CC1(CCC(C2=CC=3C(CCC3C=C21)=O)(C)C)C (2,3,5,7-Tetrahydro-5,5,8,8-tetramethyl-1H-Benz(f)inden-1-one), [BH4-].[Na+] (NaBH4), CCO (EtOH). The solvent is C(C)OCC (diethylether). Run at time 8 hour. Product: CC1(CCC(C2=CC=3CC(=CC3C=C21)C)(C)C)C (5,6,7,8-Tetrahydro-5,5,8,8-tetramethyl-2-methyl-1H-Benz(f)indene). Yield: 74.3%. As a reaction SMILES: [CH3:1][C:2]1([CH3:18])[C:14]2[C:6](=[CH:7][C:8]3[C:9](=O)[CH2:10][CH2:11][C:12]=3[CH:13]=2)[C:5]([CH3:17])([CH3:16])[CH2:4][CH2:3]1.[BH4-].[Na+].[CH3:21]CO.Cl>C(OCC)C>[CH3:1][C:2]1([CH3:18])[C:14]2[C:6](=[CH:7][C:8]3[CH2:9][C:10]([CH3:21])=[CH:11][C:12]=3[CH:13]=2)[C:5]([CH3:17])([CH3:16])[CH2:4][CH2:3]1 |f:1.2|. Procedure: 2,3,5,7-Tetrahydro-5,5,8,8-tetramethyl-1H-Benz(f)inden-1-one (14.89 g, 58.08 mmol) and NaBH4 (2.21 g, 58.5 mmol) were stirred in diethylether (200 mL) at 0° C. while EtOH (100 mL) was added slowly. This mixture was allowed to warm slowly to room temperature and then stirred at room temperature overnight. After the reaction period the mixture was poured onto crushed ice and made acidic with HCl. The organic layer was then separated and washed with 1 M HCl (1×100 mL). The volatiles were then remov... Procedure details: A solution of 20.0 g (81.5 mmol) of 2-methylsulfanyl-4′-nitrobiphenyl in 150 ml of glacial acetic acid is treated with 66 g of sodium perborate trihydrate and heated at 60° C. with stirring for 3 days. The reaction mixture is added to water, and the precipitate is filtered off and recrystallized from petroleum ether/ethyl acetate. A yellowish solid is obtained; FAB 278 Reaction SMILES: [CH3:1][S:2][C:3]1[CH:8]=[CH:7][CH:6]=[CH:5][C:4]=1[C:9]1[CH:14]=[CH:13][C:12]([N+:15]([O-:17])=[O:16])=[CH:11][CH:10]=1.[OH2:18].C(O)(=[O:21])C>>[CH3:1][S:2]([C:3]1[CH:8]=[CH:7][CH:6]=[CH:5][C:4]=1[C:9]1[CH:14]=[CH:13][C:12]([N+:15]([O-:17])=[O:16])=[CH:11][CH:10]=1)(=[O:21])=[O:18]. Reaction conditions: temperature 60 celsius, time 3 day. The product is CS(=O)(=O)C1=C(C=CC=C1)C1=CC=C(C=C1)[N+](=O)[O-] (2-Methanesulfonyl-4′-nitrobiphenyl). Reactants: CSC1=C(C=CC=C1)C1=CC=C(C=C1)[N+](=O)[O-] (2-methylsulfanyl-4′-nitrobiphenyl), sodium perborate trihydrate, C(C)(=O)O (acetic acid), O (water). Starting materials: O=[N+]([O-])c1cn(CC(O)COc2ccc(OC(F)(F)F)cc2)c(Br)n1, [H-], [Na+], CN(C)C=O. Product: O=[N+]([O-])c1cn2c(n1)OC(COc1ccc(OC(F)(F)F)cc1)C2. As a reaction SMILES: [Br:1][c:2]1[n:3]([CH2:10][CH:11]([CH2:12][O:13][c:14]2[cH:15][cH:16][c:17]([O:20][C:21]([F:22])([F:23])[F:24])[cH:18][cH:19]2)[OH:25])[cH:4][c:5]([N+:7](=[O:8])[O-:9])[n:6]1.[H-:27].[Na+:26].[O:28]=[CH:29][N:30]([CH3:31])[CH3:32]>>[c:2]12[n:3]([cH:4][c:5]([N+:7](=[O:8])[O-:9])[n:6]1)[CH2:10][CH:11]([CH2:12][O:13][c:14]1[cH:15][cH:16][c:17]([O:20][C:21]([F:22])([F:23])[F:24])[cH:18][cH:19]1)[O:25]2.